Dataset: the Open Reaction Database (ORD), a public repository of structured organic reaction records. Task: describe an organic reaction: reactants, conditions, products, and yield Starting materials: IC1=CC=C(C(=O)O)C=C1 (4-iodobenzoic acid), C[Si](C)(C)Cl (trimethylsilyl chloride), BrCC(=O)OC(C)(C)C (tert-butyl 2-bromoacetate), C1CCOC1 (THF). The reagents and catalysts are C=1C=CC(=CC1)[P](C=2C=CC=CC2)(C=3C=CC=CC3)[Pd]([P](C=4C=CC=CC4)(C=5C=CC=CC5)C=6C=CC=CC6)([P](C=7C=CC=CC7)(C=8C=CC=CC8)C=9C=CC=CC9)[P](C=1C=CC=CC1)(C=1C=CC=CC1)C=1C=CC=CC1 (tetrakis(triphenylphosphine)palladium(0)), [Zn] (zinc). Run in CN(C)P(=O)(N(C)C)N(C)C (HMPA), O (water). Reaction conditions: temperature 40 celsius, time 15 minute. The product is C(C)(C)(C)OC(=O)CC1=CC=C(C(=O)O)C=C1 (4-(tert-Butyoxycarbonylmethyl)benzoic acid). As a reaction SMILES: C1COCC1.C[Si](Cl)(C)C.Br[CH2:12][C:13]([O:15][C:16]([CH3:19])([CH3:18])[CH3:17])=[O:14].I[C:21]1[CH:29]=[CH:28][C:24]([C:25]([OH:27])=[O:26])=[CH:23][CH:22]=1>[Zn].C1C=CC([P]([Pd]([P](C2C=CC=CC=2)(C2C=CC=CC=2)C2C=CC=CC=2)([P](C2C=CC=CC=2)(C2C=CC=CC=2)C2C=CC=CC=2)[P](C2C=CC=CC=2)(C2C=CC=CC=2)C2C=CC=CC=2)(C2C=CC=CC=2)C2C=CC=CC=2)=CC=1.O.CN(P(N(C)C)(N(C)C)=O)C>[C:16]([O:15][C:13]([CH2:12][C:21]1[CH:29]=[CH:28][C:24]([C:25]([OH:27])=[O:26])=[CH:23][CH:22]=1)=[O:14])([CH3:19])([CH3:18])[CH3:17] |^1:34,36,55,74|. Procedure: 11.4 g (0.170 mol) of powdered zinc and 50 ml of THF are-introduced into a three-necked flask, 2.2 ml of trimethylsilyl chloride are added and the mixture is stirred for 15 minutes, 28 ml (0.174 mol) of tert-butyl 2-bromoacetate are then introduced dropwise and the mixture is stirred for 30 minutes. It is cooled to 0° C. (icebath), 5 g (4.3 mmol) of tetrakis(triphenylphosphine)palladium(0), 10.8 g (43.5 mmol) of 4-iodobenzoic acid and 50 ml of HMPA are introduced and the mixture is heated to 40°... Starting materials: C1COCCO1, C[Sn](C)(C)c1ccncc1, CC(=O)NCC1CN(c2ccc(I)c(F)c2)C(=O)O1, [I-]. Yields the product CC(=O)NCC1CN(c2ccc(-c3ccncc3)c(F)c2)C(=O)O1. RXN SMILES: [CH2:31]1[O:32][CH2:33][CH2:34][O:35][CH2:36]1.[CH3:20][Sn:21]([c:22]1[cH:23][cH:24][n:25][cH:26][cH:27]1)([CH3:28])[CH3:29].[F:1][c:2]1[cH:3][c:4]([N:9]2[C:10](=[O:19])[O:11][CH:12]([CH2:14][NH:15][C:16]([CH3:17])=[O:18])[CH2:13]2)[cH:5][cH:6][c:7]1[I:8].[I-:30]>>[F:1][c:2]1[cH:3][c:4]([N:9]2[C:10](=[O:19])[O:11][CH:12]([CH2:14][NH:15][C:16]([CH3:17])=[O:18])[CH2:13]2)[cH:5][cH:6][c:7]1-[c:22]1[cH:23][cH:24][n:25][cH:26][cH:27]1. Reactants: C([O-])([O-])=O.[K+].[K+] (potassium carbonate), Cl.N[C@@H](C(=O)N)CC ((R)-2-aminobutanamide hydrochloride), ClCCCC(=O)Cl (4-chlorobutyryl chloride). Solvent: CC(=O)C (acetone), CC(=O)C (acetone), CCOCC (ether). Conditions: temperature 0 celsius. Product: NC(=O)[C@@H](CC)NC(CCCCl)=O ((R)-N-[1-(aminocarbonyl)propyl]-4-chlorobutanamide). The yield is 86.0%. Reaction SMILES: C(=O)([O-])[O-].[K+].[K+].Cl.[NH2:8][C@H:9]([CH2:13][CH3:14])[C:10]([NH2:12])=[O:11].[Cl:15][CH2:16][CH2:17][CH2:18][C:19](Cl)=[O:20]>CC(C)=O.CCOCC>[NH2:12][C:10]([C@H:9]([NH:8][C:19](=[O:20])[CH2:18][CH2:17][CH2:16][Cl:15])[CH2:13][CH3:14])=[O:11] |f:0.1.2,3.4|. Procedure details: 31.1 g (0.225 mole) of ground potassium carbonate are mixed with 12.47 g (0.09 mole) of (R)-2-aminobutanamide hydrochloride in 160 ml of acetone. The reaction mixture is cooled to 0° C. and a solution of 15.23 g (0.108 mole) of 4-chlorobutyryl chloride in 25 ml of acetone is introduced dropwise. After the addition, the reaction mixture is allowed to return to ambient temperature; the insoluble matter is filtered off and the filtrate evaporated under reduced pressure. The crude residue obtained i... RXN SMILES: [CH3:1][O:2][C:3](=[O:26])[CH2:4][C@H:5]1[C:9]2[CH:10]=[CH:11][C:12]([O:14][C@H:15]3[C:23]4[C:18](=[C:19]([OH:25])[CH:20]=[CH:21][C:22]=4[F:24])[CH2:17][CH2:16]3)=[CH:13][C:8]=2[O:7][CH2:6]1.[CH3:27][O:28][C:29]1[CH:34]=[C:33](B(O)O)[CH:32]=[CH:31][N:30]=1>>[CH3:1][O:2][C:3](=[O:26])[CH2:4][C@H:5]1[C:9]2[CH:10]=[CH:11][C:12]([O:14][C@H:15]3[C:23]4[C:18](=[C:19]([O:25][C:33]5[CH:32]=[CH:31][N:30]=[C:29]([O:28][CH3:27])[CH:34]=5)[CH:20]=[CH:21][C:22]=4[F:24])[CH2:17][CH2:16]3)=[CH:13][C:8]=2[O:7][CH2:6]1. Procedure details: The title compound is prepared from {(S)-6-[(R)-7-fluoro-4-hydroxy-indan-1-yloxy]-2,3-dihydro-benzofuran-3-yl}-acetic acid methyl ester and 2-methoxy-4-pyridineboronic acid following a procedure analogous to that described for Intermediate 6. LC (method 2): tR=1.15 min; Mass spectrum (ESI+): m/z=466 [M+H]+. Starting materials: COC(C[C@@H]1COC2=C1C=CC(=C2)O[C@@H]2CCC1=C(C=CC(=C21)F)O)=O ({(S)-6-[(R)-7-fluoro-4-hydroxy-indan-1-yloxy]-2,3-dihydro-benzofuran-3-yl}-acetic acid methyl ester), COC1=NC=CC(=C1)B(O)O (2-methoxy-4-pyridineboronic acid), Intermediate 6. The product is COC(C[C@@H]1COC2=C1C=CC(=C2)O[C@@H]2CCC1=C(C=CC(=C21)F)OC2=CC(=NC=C2)OC)=O ({(S)-6-[(R)-7-Fluoro-4-(2-methoxy-pyrid-4-yloxy)-indan-1-yloxy]-2,3-dihydro-benzofuran-3-yl}-acetic acid methyl ester). Starting materials: CCOC(=O)N=C=S, CCCCc1ccc(NC(=O)CN(C)C)c(N)c1, c1ccccc1. Product: CCCCc1ccc(NC(=O)CN(C)C)c(NC(=S)NC(=O)OCC)c1. As a reaction SMILES: [CH2:19]([CH3:20])[O:21][C:22](=[O:23])[N:24]=[C:25]=[S:26].[NH2:1][c:2]1[c:3]([NH:12][C:13]([CH2:14][N:15]([CH3:16])[CH3:17])=[O:18])[cH:4][cH:5][c:6]([CH2:8][CH2:9][CH2:10][CH3:11])[cH:7]1.[cH:27]1[cH:28][cH:29][cH:30][cH:31][cH:32]1>>[NH:1]([c:2]1[c:3]([NH:12][C:13]([CH2:14][N:15]([CH3:16])[CH3:17])=[O:18])[cH:4][cH:5][c:6]([CH2:8][CH2:9][CH2:10][CH3:11])[cH:7]1)[C:25]([NH:24][C:22]([O:21][CH2:19][CH3:20])=[O:23])=[S:26].